Dataset: the Open Reaction Database (ORD), a public repository of structured organic reaction records. Task: describe an organic reaction: reactants, conditions, products, and yield Reactants: COc1ccc(-c2ccc(NCc3ccccc3)nn2)cc1OC1CCCC1, C1=CCCCC1, CC(=O)O, Cl. The product is COc1ccc(-c2ccc(N)nn2)cc1OC1CCCC1. RXN SMILES: [CH2:1]([c:2]1[cH:3][cH:4][cH:5][cH:6][cH:7]1)[NH:8][c:9]1[n:10][n:11][c:12](-[c:15]2[cH:16][c:17]([O:23][CH:24]3[CH2:25][CH2:26][CH2:27][CH2:28]3)[c:18]([O:21][CH3:22])[cH:19][cH:20]2)[cH:13][cH:14]1.[CH2:30]1[CH2:31][CH:32]=[CH:33][CH2:34][CH2:35]1.[CH3:36][C:37](=[O:38])[OH:39].[ClH:29]>>[NH2:8][c:9]1[n:10][n:11][c:12](-[c:15]2[cH:16][c:17]([O:23][CH:24]3[CH2:25][CH2:26][CH2:27][CH2:28]3)[c:18]([O:21][CH3:22])[cH:19][cH:20]2)[cH:13][cH:14]1. Starting materials: C(C)(C)NC(C)C (diisopropylamine), [Li]CCCC (nBuLi), C(C=C)Br (Allyl bromide), ClC=1C=C(C=CC1OC(C)C)C1=NC(=NO1)C=1C(=C(C#N)C=CC1)C (3-(5-{3-chloro-4-[(1-methylethyl)oxy]phenyl}-1,2,4-oxadiazol-3-yl)-2-methylbenzonitrile), Cl (HCl), CCCC(C)C (isohexane). Solvent: C1CCOC1 (THF), C1CCOC1 (THF), C(Cl)Cl (DCM). Conditions: time 1 hour. Yields the product C(CC=C)C1=C(C#N)C=CC=C1C1=NOC(=N1)C1=CC(=C(C=C1)OC(C)C)Cl (2-(3-buten-1-yl)-3-(5-{3-chloro-4-[(1-methylethyl)oxy]phenyl}-1,2,4-oxadiazol-3-yl)benzonitrile). The yield is 59.2%. As a reaction SMILES: C(NC(C)C)(C)C.[Li][CH2:9][CH2:10][CH2:11][CH3:12].[Cl:13][C:14]1[CH:15]=[C:16]([C:24]2[O:28][N:27]=[C:26]([C:29]3[C:30](C)=[C:31]([CH:34]=[CH:35][CH:36]=3)[C:32]#[N:33])[N:25]=2)[CH:17]=[CH:18][C:19]=1[O:20][CH:21]([CH3:23])[CH3:22].C(Br)C=C.Cl.CCCC(C)C>C1COCC1.C(Cl)Cl>[CH2:9]([C:30]1[C:29]([C:26]2[N:25]=[C:24]([C:16]3[CH:17]=[CH:18][C:19]([O:20][CH:21]([CH3:22])[CH3:23])=[C:14]([Cl:13])[CH:15]=3)[O:28][N:27]=2)=[CH:36][CH:35]=[CH:34][C:31]=1[C:32]#[N:33])[CH2:10][CH:11]=[CH2:12]. Reported procedure: To a solution of diisopropylamine (15.15 ml, 106 mmol) in dry THF (650 m) at −78° C. under Ar was added nBuLi (44.3 ml, 70.9 mmol) down the side of the flask and the resulting solution stirred for 1 h. A solution of 3-(5-{3-chloro-4-[(1-methylethyl)oxy]phenyl}-1,2,4-oxadiazol-3-yl)-2-methylbenzonitrile Preparation 21) (12.54 g, 35.4 mmol) in dry THF (100 ml) under Ar was added dropwise at ˜10 mlmin−1, and the resulting dark blue solution stirred at −78° C. for 45 min. Allyl bromide (6.13 ml, 70.... Starting materials: ClC(=C)CCl (2,3-dichloro-1-propene), C(C1=CC=CC=C1)=O (benzaldehyde), C1(=CC=CC=C1)C (toluene). The reagents and catalysts are [Zn] (zinc), [Zn] (zinc). Run in C(C)(=O)O (acetic acid). Yields the product ClC(CC(O)C1=CC=CC=C1)=C (2-chloroallylphenylcarbinol). Yield: 95.2%. Reaction SMILES: [Cl:1][C:2]([CH2:4]Cl)=[CH2:3].[CH:6](=[O:13])[C:7]1[CH:12]=[CH:11][CH:10]=[CH:9][CH:8]=1.C1(C)C=CC=CC=1>[Zn].C(O)(=O)C>[Cl:1][C:2](=[CH2:3])[CH2:4][CH:6]([C:7]1[CH:12]=[CH:11][CH:10]=[CH:9][CH:8]=1)[OH:13]. Reported procedure: 125.40 Grams of 2,3-dichloro-1-propene were added dropwise to a mixture of 60.00 g of benzaldehyde, 180 g of toluene, 240 g of 5% acetic acid and 73.88 g of zinc powder at 45° C., and then the mixture was allowed to react at the same temperature for 3 hours. After the reaction was completed zinc-derived insolubles were filtered off, and the resultant filtrate was subjected to separation. The organic phase was washed with a 7% sodium carbonate aqueous solution and dried over sodium sulfate. The d... The reactants are [Br-], O=C(O)CCCC[P+](c1ccccc1)(c1ccccc1)c1ccccc1, CCCCOc1ccc(C=O)cc1, C1CCOC1. Yields the product CCCCOc1ccc(C=CCCCC(=O)O)cc1. As a reaction SMILES: [Br-:1].[C:2](=[O:3])([OH:4])[CH2:5][CH2:6][CH2:7][CH2:8][P+:9]([c:10]1[cH:11][cH:12][cH:13][cH:14][cH:15]1)([c:16]1[cH:17][cH:18][cH:19][cH:20][cH:21]1)[c:22]1[cH:23][cH:24][cH:25][cH:26][cH:27]1.[CH2:28]([CH2:29][CH2:30][CH3:31])[O:32][c:33]1[cH:34][cH:35][c:36]([CH:37]=[O:38])[cH:39][cH:40]1.[CH2:41]1[O:42][CH2:43][CH2:44][CH2:45]1>>[C:2](=[O:3])([OH:4])[CH2:5][CH2:6][CH2:7][CH:8]=[CH:37][c:36]1[cH:35][cH:34][c:33]([O:32][CH2:28][CH2:29][CH2:30][CH3:31])[cH:40][cH:39]1. Starting materials: [OH-].[Na+] (sodium hydroxide), ClC(=O)OC(Cl)(Cl)Cl (trichloromethyl chloroformate), C(=O)(Cl)Cl (phosgene), ClC1=C(C=CC(=C1)F)O (2-Chloro-4-fluorophenol), C(=O)(Cl)Cl (phosgene). The reagents and catalysts are C (charcoal). Run in C(Cl)Cl (methylene chloride). Product: ClC1=C(C=CC(=C1)F)OC(OC1=C(C=C(C=C1)F)Cl)=O (bis (2-chloro-4-fluorophenyl)carbonate). Yield: 100.0%. RXN SMILES: [Cl:1][C:2]1[CH:7]=[C:6]([F:8])[CH:5]=[CH:4][C:3]=1[OH:9].[OH-].[Na+].[C:12]([Cl:15])(Cl)=O.Cl[C:17]([O:19][C:20](Cl)(Cl)Cl)=[O:18]>C.C(Cl)Cl>[Cl:1][C:2]1[CH:7]=[C:6]([F:8])[CH:5]=[CH:4][C:3]=1[O:9][C:17](=[O:18])[O:19][C:20]1[CH:4]=[CH:5][C:6]([F:8])=[CH:7][C:12]=1[Cl:15] |f:1.2|. Procedure: 2-Chloro-4-fluorophenol (733 g, 5.0 mol) and methylene chloride (2.5 liters) were put in a 5-liter three-neck flask as equipped with a stirrer, and 4N sodium hydroxide aqueous solution (1350 ml) was added thereto and stirred with cooling. To the resulting solution was introduced phosgene as generated by decomposing trichloromethyl chloroformate (148 ml, 243 g, 1.23 mol) on an active charcoal (3.8 g) at a temperature of 40° to 50° C. After introduction of phosgene, the reaction solution was furth... Product: CC1COC(c2ccccc2)(c2ccc(N)c([N+](=O)[O-])c2)O1. Reactants: CC(O)CO, CCCCO, Cc1ccc(S(=O)(=O)O)cc1, Cc1ccccc1, Nc1ccc(C(=O)c2ccccc2)cc1[N+](=O)[O-], [NH4+], [OH-]. Reaction SMILES: [CH2:19]([CH:20]([CH3:21])[OH:22])[OH:23].[CH2:44]([OH:45])[CH2:46][CH2:47][CH3:48].[CH3:24][c:25]1[cH:26][cH:27][c:28]([S:29](=[O:30])(=[O:31])[OH:32])[cH:33][cH:34]1.[CH3:37][c:38]1[cH:39][cH:40][cH:41][cH:42][cH:43]1.[NH2:1][c:2]1[c:3]([N+:16](=[O:17])[O-:18])[cH:4][c:5]([C:8](=[O:9])[c:10]2[cH:11][cH:12][cH:13][cH:14][cH:15]2)[cH:6][cH:7]1.[NH4+:35].[OH-:36]>>[NH2:1][c:2]1[c:3]([N+:16](=[O:17])[O-:18])[cH:4][c:5]([C:8]2([c:10]3[cH:11][cH:12][cH:13][cH:14][cH:15]3)[O:9][CH:20]([CH3:21])[CH2:19][O:23]2)[cH:6][cH:7]1. Starting materials: [Br-], [Br-], CO, CC#N, c1ccc(P(c2ccccc2)c2ccccc2)cc1, OCCCCc1ccccc1. The product is BrCCCCc1ccccc1. Reaction SMILES: [Br-:12].[Br-:13].[CH3:33][OH:34].[CH3:35][C:36]#[N:37].[c:14]1([P:15]([c:16]2[cH:17][cH:18][cH:19][cH:20][cH:21]2)[c:22]2[cH:23][cH:24][cH:25][cH:26][cH:27]2)[cH:28][cH:29][cH:30][cH:31][cH:32]1.[c:1]1([CH2:7][CH2:8][CH2:9][CH2:10][OH:11])[cH:2][cH:3][cH:4][cH:5][cH:6]1>>[c:1]1([CH2:7][CH2:8][CH2:9][CH2:10][Br:12])[cH:2][cH:3][cH:4][cH:5][cH:6]1. Reactants: BrB(Br)Br, COc1ccc(Nc2ncc(-c3ccsc3)s2)c(C(F)(F)F)c1, CO, ClCCl, Oc1ccc(-c2cnc(Nc3ccc(OCCN4CCCC4)cc3)s2)cc1. Yields the product Oc1ccc(Nc2ncc(-c3ccsc3)s2)c(C(F)(F)F)c1. Reaction SMILES: [B:51]([Br:52])([Br:53])[Br:54].[CH3:28][O:29][c:30]1[cH:31][c:32]([C:47]([F:48])([F:49])[F:50])[c:33]([NH:36][c:37]2[s:38][c:39](-[c:42]3[cH:43][s:44][cH:45][cH:46]3)[cH:40][n:41]2)[cH:34][cH:35]1.[CH3:58][OH:59].[Cl:55][CH2:56][Cl:57].[N:1]1([CH2:2][CH2:3][O:4][c:5]2[cH:6][cH:7][c:8]([NH:9][c:10]3[s:11][c:12](-[c:13]4[cH:14][cH:15][c:16]([OH:17])[cH:18][cH:19]4)[cH:20][n:21]3)[cH:22][cH:23]2)[CH2:24][CH2:25][CH2:26][CH2:27]1>>[OH:29][c:30]1[cH:31][c:32]([C:47]([F:48])([F:49])[F:50])[c:33]([NH:36][c:37]2[s:38][c:39](-[c:42]3[cH:43][s:44][cH:45][cH:46]3)[cH:40][n:41]2)[cH:34][cH:35]1. Reactants: ( ii ), C(CC)C12COC(OC1)(OC2)C2=CC=C(C=C2)C#CC(=O)OC (methyl 3-[4-(4-n-propyl-2,6,7-trioxabicyclo[2,2,2]oct-1-yl)phenyl]prop-2-ynoate), C(#C)C1=CC=C(C=C1)C12OCC(CO1)(CO2)CCC (1-(4-ethynylphenyl)-4-n-propyl-2,6,7-trioxabicyclo[2,2,2]octane), ClC(=O)OC (methyl chloroformate). Product: C(C)(C)(C)C12COC(OC1)(OC2)C2=CC=C(C=C2)C#C (4-t-butyl-1-(4-ethynylphenyl)-2,6,7-trioxabicyclo[2,2,2]octane). As a reaction SMILES: [C:1]([C:3]1[CH:8]=[CH:7][C:6]([C:9]23[O:16][CH2:15][C:12](CCC)([CH2:13][O:14]2)[CH2:11][O:10]3)=[CH:5][CH:4]=1)#[CH:2].ClC(OC)=O.[CH2:25]([C:28]12COC(C3C=CC(C#CC(OC)=O)=CC=3)(O[CH2:33]1)O[CH2:29]2)CC>>[C:28]([C:12]12[CH2:11][O:10][C:9]([C:6]3[CH:7]=[CH:8][C:3]([C:1]#[CH:2])=[CH:4][CH:5]=3)([O:14][CH2:13]1)[O:16][CH2:15]2)([CH3:33])([CH3:29])[CH3:25]. Procedure: Using the methodology described in (ii) above and starting from 1-(4-ethynylphenyl)-4-n-propyl-2,6,7-trioxabicyclo[2,2,2]octane and methyl chloroformate, methyl 3-[4-(4-n-propyl-2,6,7-trioxabicyclo[2,2,2]oct-1-yl)phenyl]prop-2-ynoate was prepared.